From a dataset of the Open Reaction Database (ORD), a public repository of structured organic reaction records. describe an organic reaction: reactants, conditions, products, and yield Starting materials: CN(C)C=O, Cc1cc(C)c(C(=O)Cl)c(C)c1, NNC(N)=S, c1ccncc1. The product is Cc1cc(C)c(C(=O)NNC(N)=S)c(C)c1. RXN SMILES: [CH3:18][N:19]([CH3:20])[CH:21]=[O:22].[CH3:6][c:7]1[c:8]([C:9](=[O:10])[Cl:11])[c:12]([CH3:17])[cH:13][c:14]([CH3:16])[cH:15]1.[NH2:1][NH:2][C:3](=[S:4])[NH2:5].[cH:23]1[cH:24][cH:25][n:26][cH:27][cH:28]1>>[NH:1]([NH:2][C:3](=[S:4])[NH2:5])[C:9]([c:8]1[c:7]([CH3:6])[cH:15][c:14]([CH3:16])[cH:13][c:12]1[CH3:17])=[O:10].